From a dataset of the Open Reaction Database (ORD), a public repository of structured organic reaction records. describe an organic reaction: reactants, conditions, products, and yield Starting materials: COC(=O)C1(N(Cc2ccccc2)S(=O)(=O)c2ccc(OC)cc2)CCSCC1, CO, [Na+], [OH-]. Yields the product COc1ccc(S(=O)(=O)N(Cc2ccccc2)C2(C(=O)O)CCSCC2)cc1. Reaction SMILES: [CH3:1][O:2][c:3]1[cH:4][cH:5][c:6]([S:9](=[O:10])(=[O:11])[N:12]([C:13]2([C:19](=[O:20])[O:21][CH3:22])[CH2:14][CH2:15][S:16][CH2:17][CH2:18]2)[CH2:23][c:24]2[cH:25][cH:26][cH:27][cH:28][cH:29]2)[cH:7][cH:8]1.[CH3:32][OH:33].[Na+:31].[OH-:30]>>[CH3:1][O:2][c:3]1[cH:4][cH:5][c:6]([S:9](=[O:10])(=[O:11])[N:12]([C:13]2([C:19](=[O:20])[OH:21])[CH2:14][CH2:15][S:16][CH2:17][CH2:18]2)[CH2:23][c:24]2[cH:25][cH:26][cH:27][cH:28][cH:29]2)[cH:7][cH:8]1. Starting materials: CO.N (MeOH NH3), COC=1C=C2CC(CC2=CC1OC)CC#N ((5,6-dimethoxy-2,3-dihydro-1H-inden-2-yl)acetonitrile), [H][H] (Hydrogen). The reagents and catalysts are [Ni] (Raney nickel). Solvent: CO (methanol). The product is COC=1C=C2CC(CC2=CC1OC)CCN ([2-(5,6-Dimethoxy-2,3-dihydro-1H-inden-2-yl)ethyl]amine). As a reaction SMILES: [CH3:1][O:2][C:3]1[CH:4]=[C:5]2[C:9](=[CH:10][C:11]=1[O:12][CH3:13])[CH2:8][CH:7]([CH2:14][C:15]#[N:16])[CH2:6]2.CO.N.[H][H]>CO.[Ni]>[CH3:13][O:12][C:11]1[CH:10]=[C:9]2[C:5](=[CH:4][C:3]=1[O:2][CH3:1])[CH2:6][CH:7]([CH2:14][CH2:15][NH2:16])[CH2:8]2 |f:1.2|. Reported procedure: 5 g (2.3 mmoles) of (5,6-dimethoxy-2,3-dihydro-1H-inden-2-yl)acetonitrile are dissolved in 50 ml of methanol. 50 mL of a (7N) MeOH—NH3 solution and 0.5 g of Raney nickel are then added. Hydrogen is carried out for 4 days under a pressure of 5 bar, at 25° C. Filtration over Celite and evaporation of the filtrate to dryness are carried out. The residue is taken up in 50 mL of HCl (1N) and washed with ethyl acetate; the aqueous phase is then brought to pH=10 by adding NaOH (20%). Extraction with Et... As a reaction SMILES: [C:34]([Cl:35])(=[O:36])[O:37][CH2:38][CH3:39].[CH2:1]([c:2]1[cH:3][cH:4][cH:5][cH:6][cH:7]1)[O:8][C:9](=[O:10])[NH:11][CH:12]([CH2:13][c:14]1[cH:15][cH:16][cH:17][c:18]2[cH:19][cH:20][cH:21][cH:22][c:23]12)[C:24](=[O:25])[OH:26].[CH2:41]([CH3:42])[O:43][C:44]([CH:45]([NH2:46])[CH2:47][CH:48]([CH3:49])[CH3:50])=[O:51].[CH3:27][N:28]1[CH2:29][CH2:30][O:31][CH2:32][CH2:33]1.[ClH:40].[O:52]1[CH2:53][CH2:54][CH2:55][CH2:56]1>>[CH2:1]([c:2]1[cH:3][cH:4][cH:5][cH:6][cH:7]1)[O:8][C:9](=[O:10])[NH:11][CH:12]([CH2:13][c:14]1[cH:15][cH:16][cH:17][c:18]2[cH:19][cH:20][cH:21][cH:22][c:23]12)[C:24](=[O:26])[NH:46][CH:45]([C:44]([O:43][CH2:41][CH3:42])=[O:51])[CH2:47][CH:48]([CH3:49])[CH3:50]. Starting materials: CCOC(=O)Cl, O=C(NC(Cc1cccc2ccccc12)C(=O)O)OCc1ccccc1, CCOC(=O)C(N)CC(C)C, CN1CCOCC1, Cl, C1CCOC1. Product: CCOC(=O)C(CC(C)C)NC(=O)C(Cc1cccc2ccccc12)NC(=O)OCc1ccccc1. Starting materials: COC(C1=CC(=NC=C1)C1=CC(=C(C=C1)Cl)Cl)=O (2-(3,4-dichloro-phenyl)-isonicotinic acid methyl ester), [H-].[Al+3].[Li+].[H-].[H-].[H-] (lithium aluminum hydride). Solvent: C1CCOC1 (THF). Product: ClC=1C=C(C=CC1Cl)C1=NC=CC(=C1)CO ([2-(3,4-Dichloro-phenyl)-pyridine-4-yl]-methanol), solid. Isolated yield 53.0%. Reaction SMILES: C[O:2][C:3](=O)[C:4]1[CH:9]=[CH:8][N:7]=[C:6]([C:10]2[CH:15]=[CH:14][C:13]([Cl:16])=[C:12]([Cl:17])[CH:11]=2)[CH:5]=1.[H-].[Al+3].[Li+].[H-].[H-].[H-]>C1COCC1>[Cl:17][C:12]1[CH:11]=[C:10]([C:6]2[CH:5]=[C:4]([CH2:3][OH:2])[CH:9]=[CH:8][N:7]=2)[CH:15]=[CH:14][C:13]=1[Cl:16] |f:1.2.3.4.5.6|. Procedure: The title compound, MS: m/e=252.0 ([M-H]) was obtained as a light yellow solid (53% yield) by the reaction of 2-(3,4-dichloro-phenyl)-isonicotinic acid methyl ester with lithium aluminum hydride in THF at 20° C. for 1 h followed by chromatography [silica, elution with CH2Cl2/(2M NH3 MeOH) 19:1] Reactants: NC1=CC2=C(N(C(CCC2)=O)CC)C=C1OC (7-Amino-1-ethyl-8-methoxy-1,3,4,5-tetrahydro-benzo[b]azepin-2-one), ClC1=NC=C(C(=N1)NC1=C(C=CC=C1)S(=O)(=O)N(C)C)Cl (2-(2,5-Dichloro-pyrimidin-4-ylamino)-N,N-dimethyl-benzenesulfonamide). Product: ClC=1C(=NC(=NC1)NC1=CC2=C(N(C(CCC2)=O)CC)C=C1OC)NC1=C(C=CC=C1)S(=O)(=O)N(C)C (2-[5-Chloro-2-(1-ethyl-8-methoxy-2-oxo-2,3,4,5-tetrahydro-1H-benzo[b]azepin-7-ylamino)-pyrimidin-4-ylamino]-N,N-dimethyl-benzenesulfonamide). RXN SMILES: [NH2:1][C:2]1[C:15]([O:16][CH3:17])=[CH:14][C:5]2[N:6]([CH2:12][CH3:13])[C:7](=[O:11])[CH2:8][CH2:9][CH2:10][C:4]=2[CH:3]=1.Cl[C:19]1[N:24]=[C:23]([NH:25][C:26]2[CH:31]=[CH:30][CH:29]=[CH:28][C:27]=2[S:32]([N:35]([CH3:37])[CH3:36])(=[O:34])=[O:33])[C:22]([Cl:38])=[CH:21][N:20]=1>>[Cl:38][C:22]1[C:23]([NH:25][C:26]2[CH:31]=[CH:30][CH:29]=[CH:28][C:27]=2[S:32]([N:35]([CH3:37])[CH3:36])(=[O:34])=[O:33])=[N:24][C:19]([NH:1][C:2]2[C:15]([O:16][CH3:17])=[CH:14][C:5]3[N:6]([CH2:12][CH3:13])[C:7](=[O:11])[CH2:8][CH2:9][CH2:10][C:4]=3[CH:3]=2)=[N:20][CH:21]=1. Procedure details: Following a procedure analogous to Example 113, 7-Amino-1-ethyl-8-methoxy-1,3,4,5-tetrahydro-benzo[b]azepin-2-one (46 mgs) and 2-(2,5-Dichloro-pyrimidin-4-ylamino)-N,N-dimethyl-benzenesulfonamide (68 mgs) were converted to the title compound (64 mgs as a tan solid). 1H-NMR (CDCl3, 400 MHz): 9.82 (s, 1H), 8.95 (broad s, 1H); 8.41 (d, J=8.4 Hz, 1H), 8.10 (s, 1H), 7.92 (d, J=7.8 Hz, 1H); 7.83 (s, 1H); 7.53 (t, J=7.6 Hz, 1H); 7.34 (t, J=7.8 Hz, 1H), 6.78 (s, 1H), 3.91 (s, 3H); 3.5 (s, 2H), 2.78 (s, ... Starting materials: ClCCl, COC(=O)c1cccc(SCC=C(C)C)c1C, [Cl-], [Cl-], [Cl-], [Cl-], [Cl-], [NH4+], [Ti+4]. Product: COC(=O)c1ccc2c(c1C)SCCC2(C)C. As a reaction SMILES: [CH2:20]([Cl:21])[Cl:22].[CH3:1][C:2](=[CH:3][CH2:4][S:5][c:6]1[c:7]([CH3:16])[c:8]([C:9](=[O:10])[O:11][CH3:12])[cH:13][cH:14][cH:15]1)[CH3:17].[Cl-:18].[Cl-:23].[Cl-:24].[Cl-:25].[Cl-:26].[NH4+:19].[Ti+4:27]>>[CH3:1][C:2]1([CH3:17])[CH2:3][CH2:4][S:5][c:6]2[c:7]([CH3:16])[c:8]([C:9](=[O:10])[O:11][CH3:12])[cH:13][cH:14][c:15]21. The reactants are O=[N+]([O-])c1ccc(Br)cn1, CN1CCNCC1, CCOC(C)=O, CO, CCN(C(C)C)C(C)C, ClCCl, CN(C)C=O. Product: CN1CCN(c2ccc([N+](=O)[O-])nc2)CC1. As a reaction SMILES: [Br:1][c:2]1[cH:3][cH:4][c:5]([N+:8](=[O:9])[O-:10])[n:6][cH:7]1.[CH3:11][N:12]1[CH2:13][CH2:14][NH:15][CH2:16][CH2:17]1.[CH3:27][CH2:28][O:29][C:30](=[O:31])[CH3:32].[CH3:41][OH:42].[CH:18]([N:19]([CH2:20][CH3:21])[CH:22]([CH3:23])[CH3:24])([CH3:25])[CH3:26].[Cl:38][CH2:39][Cl:40].[O:33]=[CH:34][N:35]([CH3:36])[CH3:37]>>[c:2]1([N:15]2[CH2:14][CH2:13][N:12]([CH3:11])[CH2:17][CH2:16]2)[cH:3][cH:4][c:5]([N+:8](=[O:9])[O-:10])[n:6][cH:7]1. Starting materials: CC(=O)NC1CCNC1, O=C(NC1CCNC1)OCc1ccccc1, CCn1cc(C(=O)O)c(=O)c2cc(F)c(Cl)nc21. Product: CCn1cc(C(=O)O)c(=O)c2cc(F)c(N3CCC(NC(=O)OCc4ccccc4)C3)nc21. As a reaction SMILES: [C:1]([NH:2][CH:3]1[CH2:4][CH2:5][NH:6][CH2:7]1)(=[O:8])[CH3:9].[CH2:10]([c:11]1[cH:12][cH:13][cH:14][cH:15][cH:16]1)[O:17][C:18](=[O:19])[NH:20][CH:21]1[CH2:22][NH:23][CH2:24][CH2:25]1.[Cl:26][c:27]1[c:28]([F:43])[cH:29][c:30]2[c:31](=[O:42])[c:32]([C:39](=[O:40])[OH:41])[cH:33][n:34]([CH2:37][CH3:38])[c:35]2[n:36]1>>[CH2:10]([c:11]1[cH:12][cH:13][cH:14][cH:15][cH:16]1)[O:17][C:18](=[O:19])[NH:20][CH:21]1[CH2:22][N:23]([c:27]2[c:28]([F:43])[cH:29][c:30]3[c:31](=[O:42])[c:32]([C:39](=[O:40])[OH:41])[cH:33][n:34]([CH2:37][CH3:38])[c:35]3[n:36]2)[CH2:24][CH2:25]1. The reactants are C=CCCCCCCCCCCCn1c(=O)c2c(ncn2C)n(C)c1=O, C=CCCCCCCCCCBr, C1CO1, [Cl-], Cl, I, [Mg], [NH4+], C1CCOC1. Product: C=CCCCCCCCCCCCO. RXN SMILES: [CH2:1]([CH2:2][CH2:3][CH2:4][CH2:5][CH2:6][CH2:7][CH2:8][CH2:9][CH2:10][CH2:11][CH:12]=[CH2:13])[n:14]1[c:15](=[O:16])[c:17]2[n:18]([CH3:19])[cH:20][n:21][c:22]2[n:23]([CH3:24])[c:25]1=[O:26].[CH2:29]([Br:30])[CH2:31][CH2:32][CH2:33][CH2:34][CH2:35][CH2:36][CH2:37][CH2:38][CH:39]=[CH2:40].[CH2:41]1[CH2:42][O:43]1.[Cl-:44].[ClH:46].[I:28].[Mg:27].[NH4+:45].[O:47]1[CH2:48][CH2:49][CH2:50][CH2:51]1>>[CH2:1]([CH2:2][CH2:3][CH2:4][CH2:5][CH2:6][CH2:7][CH2:8][CH2:9][CH2:10][CH2:11][CH:12]=[CH2:13])[OH:43]. Starting materials: O=C([O-])[O-], CCCO, CCOC(C)n1cc(B2OC(C)(C)C(C)(C)O2)cn1, C[Si](C)(C)CCOCn1ccc2c(Cl)ncnc21, [K+], [K+], O, c1ccc(P(c2ccccc2)(c2ccccc2)[Pd](P(c2ccccc2)(c2ccccc2)c2ccccc2)(P(c2ccccc2)(c2ccccc2)c2ccccc2)P(c2ccccc2)(c2ccccc2)c2ccccc2)cc1. Yields the product CCOC(C)n1cc(-c2ncnc3c2ccn3COCC[Si](C)(C)C)cn1. Reaction SMILES: [C:2](=[O:3])([O-:4])[O-:5].[CH2:122]([OH:123])[CH2:124][CH3:125].[CH2:26]([CH3:27])[O:28][CH:29]([CH3:30])[n:31]1[n:32][cH:33][c:34]([B:36]2[O:37][C:38]([CH3:39])([CH3:40])[C:41]([CH3:42])([CH3:43])[O:44]2)[cH:35]1.[Cl:8][c:9]1[c:10]2[c:11]([n:12][cH:13][n:14]1)[n:15]([CH2:18][O:19][CH2:20][CH2:21][Si:22]([CH3:23])([CH3:24])[CH3:25])[cH:16][cH:17]2.[K+:6].[K+:7].[OH2:1].[cH:45]1[cH:46][cH:47][c:48]([P:49]([Pd:50]([P:51]([c:52]2[cH:53][cH:54][cH:55][cH:56][cH:57]2)([c:58]2[cH:59][cH:60][cH:61][cH:62][cH:63]2)[c:64]2[cH:65][cH:66][cH:67][cH:68][cH:69]2)([P:70]([c:71]2[cH:72][cH:73][cH:74][cH:75][cH:76]2)([c:77]2[cH:78][cH:79][cH:80][cH:81][cH:82]2)[c:83]2[cH:84][cH:85][cH:86][cH:87][cH:88]2)[P:89]([c:90]2[cH:91][cH:92][cH:93][cH:94][cH:95]2)([c:96]2[cH:97][cH:98][cH:99][cH:100][cH:101]2)[c:102]2[cH:103][cH:104][cH:105][cH:106][cH:107]2)([c:108]2[cH:109][cH:110][cH:111][cH:112][cH:113]2)[c:114]2[cH:115][cH:116][cH:117][cH:118][cH:119]2)[cH:120][cH:121]1>>[c:9]1(-[c:34]2[cH:33][n:32][n:31]([CH:29]([O:28][CH2:26][CH3:27])[CH3:30])[cH:35]2)[c:10]2[c:11]([n:12][cH:13][n:14]1)[n:15]([CH2:18][O:19][CH2:20][CH2:21][Si:22]([CH3:23])([CH3:24])[CH3:25])[cH:16][cH:17]2.